This data is from the Open Reaction Database (ORD), a public repository of structured organic reaction records. The task is: describe an organic reaction: reactants, conditions, products, and yield The reactants are N1C=C(C2=CC=CC=C12)CCC(=O)NC (3-(3-indolyl)-N-methyl-propionamide), [H-].[Al+3].[Li+].[H-].[H-].[H-] (lithium aluminium hydride). Solvent: O1CCCC1 (tetrahydrofuran), O1CCCC1 (tetrahydrofuran). The product is CNCCCC1=CNC2=CC=CC=C12 (N-methyl-3-(3-indolyl)-propylamine). Reaction SMILES: [NH:1]1[C:9]2[C:4](=[CH:5][CH:6]=[CH:7][CH:8]=2)[C:3]([CH2:10][CH2:11][C:12]([NH:14][CH3:15])=O)=[CH:2]1.[H-].[Al+3].[Li+].[H-].[H-].[H-]>O1CCCC1>[CH3:15][NH:14][CH2:12][CH2:11][CH2:10][C:3]1[C:4]2[C:9](=[CH:8][CH:7]=[CH:6][CH:5]=2)[NH:1][CH:2]=1 |f:1.2.3.4.5.6|. Reported procedure: A solution of 60.6 g 3-(3-indolyl)-N-methyl-propionamide in 500 ml anhydrous tetrahydrofuran are added dropwise at 25° for 15 minutes under nitrogen atmosphere to a suspension of 34.2 g lithium aluminium hydride in 800 ml anhydrous tetrahydrofuran and maintained at 66° for 3 hours. N-methyl-3-(3-indolyl)-propylamine (M.pt 81°-82° after crystallization from methylene chloride/ethyl acetate) is obtained after working up. The reactants are C(CCC)[Li] (butyl lithium), BrC=1C=NC=NC1 (5-bromopyrimidine), C(C)OCC (diethyl ether), FC(C1=C(C=O)C=CC=C1)(F)F (2-trifluoromethylbenzaldehyde). Solvent: CCCCCC (hexane). Reaction conditions: temperature -75 celsius, time 1.5 hour. Yields the product OC1(CC=2C=NC=NC2)C(C=CC=C1)C(F)(F)F (5-(1-hydroxy-2'-trifluoromethylbenzyl)pyrimidine). Reaction SMILES: Br[C:2]1[CH:3]=[N:4][CH:5]=[N:6][CH:7]=1.C([Li])CCC.[F:13][C:14]([F:24])([F:23])[C:15]1[CH:22]=[CH:21][CH:20]=[CH:19][C:16]=1[CH:17]=O.C([O:27]CC)C>CCCCCC>[OH:27][C:16]1([CH:19]=[CH:20][CH:21]=[CH:22][CH:15]1[C:14]([F:24])([F:23])[F:13])[CH2:17][C:2]1[CH:3]=[N:4][CH:5]=[N:6][CH:7]=1. Procedure details: To a suspension of 7.0 g of 5-bromopyrimidine in 150 ml of diethyl ether at -75° C., 20 ml of 2.5M butyl lithium in hexane were added while keeping the temperature below -50° C. The reaction mixture was then stirred at -75° C. for 1.5 hours. 7.66 g of 2-trifluoromethylbenzaldehyde were added while keeping the temperature below -50° C. and the reaction mixture was then stirred at -75° C. for one hour. The reaction mixture was then quenched with water. The resulting layers were separated. The aque... RXN SMILES: [C:1](=[O:2])([CH3:3])[O:4][c:5]1[cH:6][cH:7][c:8](-[c:11]2[n:12][c:13]([CH2:29][c:30]3[cH:31][cH:32][cH:33][cH:34][cH:35]3)[c:14]([NH:17][S:18](=[O:19])(=[O:20])[CH2:21][c:22]3[cH:23][cH:24][c:25]([OH:28])[cH:26][cH:27]3)[n:15][cH:16]2)[cH:9][cH:10]1.[CH3:39][OH:40].[ClH:38].[Na+:37].[OH-:36]>>[OH:4][c:5]1[cH:6][cH:7][c:8](-[c:11]2[n:12][c:13]([CH2:29][c:30]3[cH:31][cH:32][cH:33][cH:34][cH:35]3)[c:14]([NH:17][S:18](=[O:19])(=[O:20])[CH2:21][c:22]3[cH:23][cH:24][c:25]([OH:28])[cH:26][cH:27]3)[n:15][cH:16]2)[cH:9][cH:10]1. The product is O=S(=O)(Cc1ccc(O)cc1)Nc1ncc(-c2ccc(O)cc2)nc1Cc1ccccc1. Reactants: CC(=O)Oc1ccc(-c2cnc(NS(=O)(=O)Cc3ccc(O)cc3)c(Cc3ccccc3)n2)cc1, CO, Cl, [Na+], [OH-]. Reactants: FC(C=1C=C(COCC2(OCC3=CC=CC=C23)CCN2C(C3=CC=CC=C3C2=O)=O)C=C(C1)C(F)(F)F)(F)F (2-(2-(1-((3,5-bis(trifluoromethyl)benzyloxy)methyl)-1,3-dihydroisobenzofuran-1-yl)ethyl)isoindoline-1,3-dione), NN (hydrazine). Run in CCOCC (ether), C(C)O (ethanol). Run at temperature 45 celsius, time 3 hour. The product is FC(C=1C=C(COCC2(OCC3=CC=CC=C23)CCN)C=C(C1)C(F)(F)F)(F)F (2-(1-((3,5-Bis(trifluoromethyl)benzyloxy)methyl)-1,3-dihydroisobenzofuran-1-yl)ethanamine). RXN SMILES: [F:1][C:2]([F:39])([F:38])[C:3]1[CH:4]=[C:5]([CH:31]=[C:32]([C:34]([F:37])([F:36])[F:35])[CH:33]=1)[CH2:6][O:7][CH2:8][C:9]1([CH2:18][CH2:19][N:20]2C(=O)C3C(=CC=CC=3)C2=O)[C:17]2[C:12](=[CH:13][CH:14]=[CH:15][CH:16]=2)[CH2:11][O:10]1.NN>C(O)C.CCOCC>[F:36][C:34]([F:35])([F:37])[C:32]1[CH:31]=[C:5]([CH:4]=[C:3]([C:2]([F:39])([F:38])[F:1])[CH:33]=1)[CH2:6][O:7][CH2:8][C:9]1([CH2:18][CH2:19][NH2:20])[C:17]2[C:12](=[CH:13][CH:14]=[CH:15][CH:16]=2)[CH2:11][O:10]1. Reported procedure: To a solution of 2-(2-(1-((3,5-bis(trifluoromethyl)benzyloxy)methyl)-1,3-dihydroisobenzofuran-1-yl)ethyl)isoindoline-1,3-dione (250 mg, 0.455 mmol) in ethanol (2 mL) was added hydrazine (0.100 mL, 3.2 mmol). The resulting solution was heated to 45° C. and held there for 3 h. The reaction was cooled to room temperature, diluted with ether, and filtered to remove the precipitate which was discarded. Concentration of the mother liquor gave 175 mg (92%) as a colorless oil. 1H-NMR (CDCl3, 300 MHz) δ ... The reactants are CC(=C)C(C(C)=O)CO (2-methyl-3-hydroxymethyl-pent-1-en-4-one), C(C)(=O)OC(C)=O (acetic anhydride), C(C)(=O)OC(C)=O (acetic anhydride). The solvent is C(C)(=O)O (acetic acid). The product is CC(=C)C(C(C)=O)COC(C)=O (2-methyl-3-acetoxymethyl-pent-1-en-4-one). RXN SMILES: [CH3:1][C:2]([CH:4]([CH2:8][OH:9])[C:5](=[O:7])[CH3:6])=[CH2:3].[C:10](OC(=O)C)(=[O:12])[CH3:11]>C(O)(=O)C>[CH3:3][C:2]([CH:4]([CH2:8][O:9][C:10](=[O:12])[CH3:11])[C:5](=[O:7])[CH3:6])=[CH2:1]. Reported procedure: 256 g (2 mols) of 2-methyl-3-hydroxymethyl-pent-1-en-4-one were boiled for three hours under reflux with 1,000 ml of acetic anhydride. The acetic acid produced, and the excess acetic anhydride, were than distilled off in a waterpump vacuum. The residue was distilled in a high vacuum. 249 g of 2-methyl-3-acetoxymethyl-pent-1-en-4-one of boiling point 52° - 55° C/0.05 mm Hg were obtained. Starting materials: CC1=C(C(=NN1C1=CC(=CC=C1)C(F)(F)F)C=1C=NC=NC1)C(=O)O (5-methyl-3-pyrimidin-5-yl-1-(3-trifluoromethyl-phenyl)-1H-pyrazole-4-carboxylic acid), BrC1=C(C=C(C=C1)N1N=C(C(=C1C)C(=O)O)C=1C=NC=NC1)C(F)(F)F (1-(4-bromo-3-trifluoromethyl-phenyl)-5-methyl-3-pyrimidin-5-yl-1H-pyrazole-4-carboxylic acid), Cl.Cl.N1CCC(CC1)N1[C@@H](CCC1)CO (((S)-1-piperidin-4-yl-pyrrolidin-2-yl)-methanoldihydrochloride). Product: BrC1=C(C=C(C=C1)N1N=C(C(=C1C)C(=O)N1CCC(CC1)N1[C@@H](CCC1)CO)C=1C=NC=NC1)C(F)(F)F ([1-(4-Bromo-3-trifluoromethyl-phenyl)-5-methyl-3-pyrimidin-5-yl-1H-pyrazol-4-yl]-[4-((S)-2-hydroxymethyl-pyrrolidin-1-yl)-piperidin-1-yl]-methanone). As a reaction SMILES: CC1N(C2C=CC=C(C(F)(F)F)C=2)N=C(C2C=NC=NC=2)C=1C(O)=O.[Br:26][C:27]1[CH:32]=[CH:31][C:30]([N:33]2[C:37]([CH3:38])=[C:36]([C:39]([OH:41])=O)[C:35]([C:42]3[CH:43]=[N:44][CH:45]=[N:46][CH:47]=3)=[N:34]2)=[CH:29][C:28]=1[C:48]([F:51])([F:50])[F:49].Cl.Cl.[NH:54]1[CH2:59][CH2:58][CH:57]([N:60]2[CH2:64][CH2:63][CH2:62][C@H:61]2[CH2:65][OH:66])[CH2:56][CH2:55]1>>[Br:26][C:27]1[CH:32]=[CH:31][C:30]([N:33]2[C:37]([CH3:38])=[C:36]([C:39]([N:54]3[CH2:55][CH2:56][CH:57]([N:60]4[CH2:64][CH2:63][CH2:62][C@H:61]4[CH2:65][OH:66])[CH2:58][CH2:59]3)=[O:41])[C:35]([C:42]3[CH:47]=[N:46][CH:45]=[N:44][CH:43]=3)=[N:34]2)=[CH:29][C:28]=1[C:48]([F:51])([F:50])[F:49] |f:2.3.4|. Procedure details: In analogy to the procedure described in Example 160E], a mixture of 5-methyl-3-pyrimidin-5-yl-1-(3-trifluoromethyl-phenyl)-1H-pyrazole-4-carboxylic acid and 1-(4-bromo-3-trifluoromethyl-phenyl)-5-methyl-3-pyrimidin-5-yl-1H-pyrazole-4-carboxylic acid (example 173D]) and ((S)-1-piperidin-4-yl-pyrrolidin-2-yl)-methanoldihydrochloride (Example 161A]) gave a mixture of the title compound and example 175. Purification by reversed phase HPLC (MeCN:H2O) afforded [4-((S)-2-hydroxymethyl-pyrrolidin-1-yl)... Starting materials: COCc1cc(OC)c(-c2csc3cc(Br)nn23)c(OC)c1, CS(=O)[O-], CS(C)=O, I[Cu]I, [Na+], [Na+], [OH-], O, O=C(O)C1CCCN1. As a reaction SMILES: [Br:1][c:2]1[n:3][n:4]2[c:5]([s:6][cH:7][c:8]2-[c:9]2[c:10]([O:20][CH3:21])[cH:11][c:12]([CH2:17][O:18][CH3:19])[cH:13][c:14]2[O:15][CH3:16])[cH:22]1.[CH3:23][S:24](=[O:25])[O-:26].[CH3:42][S:43](=[O:44])[CH3:45].[Cu:38]([I:39])[I:40].[Na+:27].[Na+:37].[OH-:36].[OH2:41].[OH:28][C:29]([CH:30]1[NH:31][CH2:32][CH2:33][CH2:34]1)=[O:35]>>[c:2]1([S:24]([CH3:23])(=[O:25])=[O:26])[n:3][n:4]2[c:5]([s:6][cH:7][c:8]2-[c:9]2[c:10]([O:20][CH3:21])[cH:11][c:12]([CH2:17][O:18][CH3:19])[cH:13][c:14]2[O:15][CH3:16])[cH:22]1. The product is COCc1cc(OC)c(-c2csc3cc(S(C)(=O)=O)nn23)c(OC)c1. The reactants are Br[Mg]c1ccccc1, C1CCOC1, Clc1cnccn1, Cl. Product: c1ccc(-c2cnccn2)cc1. Reaction SMILES: [Br:8][Mg:9][c:10]1[cH:11][cH:12][cH:13][cH:14][cH:15]1.[CH2:17]1[O:18][CH2:19][CH2:20][CH2:21]1.[Cl:1][c:2]1[n:3][cH:4][cH:5][n:6][cH:7]1.[ClH:16]>>[c:2]1(-[c:10]2[cH:11][cH:12][cH:13][cH:14][cH:15]2)[n:3][cH:4][cH:5][n:6][cH:7]1.